Dataset: the Open Reaction Database (ORD), a public repository of structured organic reaction records. Task: describe an organic reaction: reactants, conditions, products, and yield Starting materials: IC (iodomethane), C(=O)([O-])[O-].[Cs+].[Cs+] (Cs2CO3), COC(C1=C(C=C(C=C1)OC1CCN(CC1)C(=O)OC(C)(C)C)O)=O (4-(N-t-Butoxycarbonyl-4-piperidinyloxy)-2-hydroxybenzoic acid methyl ester). Run in CN(C)C=O (DMF). Reaction conditions: temperature 0 celsius, time 1 hour. Yields the product COC(C1=C(C=C(C=C1)OC1CCN(CC1)C(=O)OC(C)(C)C)OC)=O (4-(N-t-Butoxycarbonyl-4-piperidinyloxy)-2-methoxybenzoic acid methyl ester). RXN SMILES: [CH3:1][O:2][C:3](=[O:25])[C:4]1[CH:9]=[CH:8][C:7]([O:10][CH:11]2[CH2:16][CH2:15][N:14]([C:17]([O:19][C:20]([CH3:23])([CH3:22])[CH3:21])=[O:18])[CH2:13][CH2:12]2)=[CH:6][C:5]=1[OH:24].IC.[C:28]([O-])([O-])=O.[Cs+].[Cs+]>CN(C=O)C>[CH3:1][O:2][C:3](=[O:25])[C:4]1[CH:9]=[CH:8][C:7]([O:10][CH:11]2[CH2:12][CH2:13][N:14]([C:17]([O:19][C:20]([CH3:22])([CH3:21])[CH3:23])=[O:18])[CH2:15][CH2:16]2)=[CH:6][C:5]=1[O:24][CH3:28] |f:2.3.4|. Procedure details: 4-(N-t-Butoxycarbonyl-4-piperidinyloxy)-2-hydroxybenzoic acid methyl ester (10 g, 28 mmol) from Step 1 was dissolved in DMF (100 mL) and cooled to 0° C. To the stirred solution was added iodomethane (6.1 g, 43 mmol) and Cs2CO3 (10 g, 31 mmol). The mixture was stirred at 0° C. for 1 h and then at ambient temperature for 12 h. The solids were removed by filtration and the filtrate solvent was removed under reduced pressure. The residue was purified by pressurized silica gel column chromatography u... Reactants: COC(CS)OC (2-mercaptoacetaldehyde dimethylacetal), COC(CCl)OC (2-chloroacetaldehyde dimethyl acetal), [Na].C(C1=CC=CC=C1)S (benzylmercaptan sodium salt). Yields the product C(C1=CC=CC=C1)SC(C)(OC)OC (benzyl-(1,1-dimethoxy ethyl)sulfide). Reaction SMILES: [CH3:1][O:2][CH:3]([O:6][CH3:7])[CH2:4]S.COC(OC)CCl.[Na].[CH2:16]([SH:23])[C:17]1[CH:22]=[CH:21][CH:20]=[CH:19][CH:18]=1>>[CH2:16]([S:23][C:3]([O:6][CH3:7])([O:2][CH3:1])[CH3:4])[C:17]1[CH:22]=[CH:21][CH:20]=[CH:19][CH:18]=1 |f:2.3,^1:14|. Reported procedure: Several processes for making 2-mercaptoacetaldehyde dimethylacetal (I, R1 =R2 =CH3) are reported by Parham et al., J. Am. Chem. Soc. 75, 2065-2069 (1953). These processes involve reaction of 2-chloroacetaldehyde dimethyl acetal with (1) benzylmercaptan sodium salt to produce benzyl-(1,1-dimethoxy ethyl)sulfide which was then reduced with sodium/ammonia to the desired acetal; (2) sodium sulfide to form 1,1,1',1'-tetramethoxyethyl disulfide followed by reduction of said disulfide using sodium/ammo... The reactants are C([O-])([O-])=O (Carbonate), C12(C(=O)CC(CC1)C2(C)C)CS(=O)(=O)O (10-Camphorsulfonic acid), C(C)N1CCCOC2=C1C=C(C(=C2)N)F (9-Ethyl-2-fluoro-6,7,8,9-tetrahydro-5-oxa-9-aza-benzocyclohepten-3-ylamine), ClC1=NC=C(C(=N1)NC1=C(C=C(C=C1)N1CCOCC1)OC)Cl ((2,5-Dichloro-pyrimidin-4-yl)-(2-methoxy-4-morpholin-4-yl-phenyl)-amine). Run in C(Cl)Cl (DCM), C(C)(C)O (Isopropyl alcohol). Conditions: time 1 hour. Yields the product ClC=1C(=NC(=NC1)NC1=CC2=C(N(CCCO2)CC)C=C1F)NC1=C(C=C(C=C1)N1CCOCC1)OC (5-Chloro-N*2*-(9-ethyl-2-fluoro-6,7,8,9-tetrahydro-5-oxa-9-aza-benzocyclohepten-3-yl)-N*4*-(2-methoxy-4-morpholin-4-yl-phenyl)-pyrimidine-2,4-diamine). RXN SMILES: C12(CS(O)(=O)=O)C(C)(C)C(CC1)CC2=O.[CH2:16]([N:18]1[C:24]2[CH:25]=[C:26]([F:30])[C:27]([NH2:29])=[CH:28][C:23]=2[O:22][CH2:21][CH2:20][CH2:19]1)[CH3:17].Cl[C:32]1[N:37]=[C:36]([NH:38][C:39]2[CH:44]=[CH:43][C:42]([N:45]3[CH2:50][CH2:49][O:48][CH2:47][CH2:46]3)=[CH:41][C:40]=2[O:51][CH3:52])[C:35]([Cl:53])=[CH:34][N:33]=1.C(=O)([O-])[O-]>C(O)(C)C.C(Cl)Cl>[Cl:53][C:35]1[C:36]([NH:38][C:39]2[CH:44]=[CH:43][C:42]([N:45]3[CH2:46][CH2:47][O:48][CH2:49][CH2:50]3)=[CH:41][C:40]=2[O:51][CH3:52])=[N:37][C:32]([NH:29][C:27]2[C:26]([F:30])=[CH:25][C:24]3[N:18]([CH2:16][CH3:17])[CH2:19][CH2:20][CH2:21][O:22][C:23]=3[CH:28]=2)=[N:33][CH:34]=1. Procedure details: 10-Camphorsulfonic acid (70.5 mg, 0.303 mmol) was added to 9-Ethyl-2-fluoro-6,7,8,9-tetrahydro-5-oxa-9-aza-benzocyclohepten-3-ylamine (58 mg, 0.28 mmol) and (2,5-Dichloro-pyrimidin-4-yl)-(2-methoxy-4-morpholin-4-yl-phenyl)-amine (98 mg, 0.28 mmol) in Isopropyl alcohol (2 mL). The mixture was irradiated in a CEM microwave (140° C., 30 min) MP-Carbonate (2.69 mmol/g loading; 0.21 g, 0.57 mmol) and DCM (2 mL) were added and the mixture stirred for 1 h, then filtered onto a 5 g SiO2 cartridge, which... Reaction SMILES: [OH:1]/[N:2]=[C:3](\[C:7]1[CH:12]=[CH:11][CH:10]=[CH:9][C:8]=1[O:13][C:14]1[CH:19]=[CH:18][CH:17]=[CH:16][CH:15]=1)/[C:4](O)=[O:5].[CH3:20][O-:21].[Na+].[CH3:23]OS(OC)(=O)=O.Cl>CS(C)=O.C1(C)C=CC=CC=1.O>[CH3:20][O:21][C:4](=[O:5])/[C:3](/[C:7]1[CH:12]=[CH:11][CH:10]=[CH:9][C:8]=1[O:13][C:14]1[CH:19]=[CH:18][CH:17]=[CH:16][CH:15]=1)=[N:2]/[O:1][CH3:23] |f:1.2|. Solvent: CS(=O)C (dimethyl sulfoxide), C1(=CC=CC=C1)C (toluene), O (water). The yield is 73.1%. Procedure details: To a solution of E-α-hydroxyimino-2-phenoxyphenylacetic acid (10.00 g, 0.0389 mole) in dimethyl sulfoxide (50 ml) and toluene (50 ml) was added sodium methoxide (4.83 g, 0.0894 mole) with stirring under ice cooling, and the mixture was stirred at room temperature for 20 minutes and then cooled. Dimethylsulfate (11.28 g, 0.0894 mole) was added at 6°-18° C. over 6 minutes, followed by stirring at room temperature for 4.5 hours. After completion of the reaction, conc. hydrochloric acid (1.2 ml) and... The product is COC(/C(=N/OC)/C1=C(C=CC=C1)OC1=CC=CC=C1)=O (E-α-methoxyimino-2-phenoxyphenylacetic acid methyl ester). Starting materials: O\N=C(\C(=O)O)/C1=C(C=CC=C1)OC1=CC=CC=C1 (E-α-hydroxyimino-2-phenoxyphenylacetic acid), C[O-].[Na+] (sodium methoxide), Cl (hydrochloric acid), COS(=O)(=O)OC (Dimethylsulfate). The reactants are O=C([O-])O, CC#N, Cc1ccccc1, CCOC(C)=O, CN(C)C(=O)c1cncc(-c2cnc3c(c(I)cn3COCC[Si](C)(C)C)c2Cl)c1, OB(O)c1ccccc1F, [Na+]. Yields the product CN(C)C(=O)c1cncc(-c2cnc3c(c(-c4ccccc4F)cn3COCC[Si](C)(C)C)c2Cl)c1. Reaction SMILES: [C:51](=[O:52])([OH:53])[O-:54].[CH3:41][C:42]#[N:43].[CH3:44][c:45]1[cH:46][cH:47][cH:48][cH:49][cH:50]1.[CH3:56][CH2:57][O:58][C:59](=[O:60])[CH3:61].[Cl:1][c:2]1[c:3]2[c:4]([n:5][cH:6][c:7]1-[c:8]1[cH:9][n:10][cH:11][c:12]([C:13](=[O:14])[N:15]([CH3:16])[CH3:17])[cH:18]1)[n:19]([CH2:23][O:24][CH2:25][CH2:26][Si:27]([CH3:28])([CH3:29])[CH3:30])[cH:20][c:21]2[I:22].[F:31][c:32]1[c:33]([B:38]([OH:39])[OH:40])[cH:34][cH:35][cH:36][cH:37]1.[Na+:55]>>[Cl:1][c:2]1[c:3]2[c:4]([n:5][cH:6][c:7]1-[c:8]1[cH:9][n:10][cH:11][c:12]([C:13](=[O:14])[N:15]([CH3:16])[CH3:17])[cH:18]1)[n:19]([CH2:23][O:24][CH2:25][CH2:26][Si:27]([CH3:28])([CH3:29])[CH3:30])[cH:20][c:21]2-[c:33]1[c:32]([F:31])[cH:37][cH:36][cH:35][cH:34]1. Reagents/catalysts: C=1C=CC(=CC1)[P](C=2C=CC=CC2)(C=3C=CC=CC3)[Pd]([P](C=4C=CC=CC4)(C=5C=CC=CC5)C=6C=CC=CC6)([P](C=7C=CC=CC7)(C=8C=CC=CC8)C=9C=CC=CC9)[P](C=1C=CC=CC1)(C=1C=CC=CC1)C=1C=CC=CC1 (tetrakis(triphenylphosphine)palladium(0)). Procedure: A mixture of 150 mg of 3-(3-benzyl-5-bromo-2-pyridyl)ethynyl-3-quinuclidinol, 150 mg of (2-pyridyl)tributyltin, 86 mg of tetrakis(triphenylphosphine)palladium(0) and 3.5 ml of toluene was heated under stirring in an oil bath kept at 110° C. for 2 hours in a nitrogen atmosphere. After cooling as it was, NH-silica gel was added to the reaction solution and the solvent was removed. The residue was subjected to NH-silica gel column chromatography using 2.5% methanol/ethyl acetate, to give 100 mg of ... Solvent: C1(=CC=CC=C1)C (toluene). The product is C(C1=CC=CC=C1)C=1C(=NC=C(C1)C1=NC=CC=C1)C#CC1(CN2CCC1CC2)O (3-[3-Benzyl-5-(2-pyridyl)-2-pyridyl]ethynyl-3-quinuclidinol). The reactants are C(C1=CC=CC=C1)C=1C(=NC=C(C1)Br)C#CC1(CN2CCC1CC2)O (3-(3-benzyl-5-bromo-2-pyridyl)ethynyl-3-quinuclidinol), N1=C(C=CC=C1)[Sn](CCCC)(CCCC)CCCC ((2-pyridyl)tributyltin). Yield: 67.0%. Reaction SMILES: [CH2:1]([C:8]1[C:9]([C:15]#[C:16][C:17]2([OH:25])[CH:22]3[CH2:23][CH2:24][N:19]([CH2:20][CH2:21]3)[CH2:18]2)=[N:10][CH:11]=[C:12](Br)[CH:13]=1)[C:2]1[CH:7]=[CH:6][CH:5]=[CH:4][CH:3]=1.[N:26]1[CH:31]=[CH:30][CH:29]=[CH:28][C:27]=1[Sn](CCCC)(CCCC)CCCC>C1C=CC([P]([Pd]([P](C2C=CC=CC=2)(C2C=CC=CC=2)C2C=CC=CC=2)([P](C2C=CC=CC=2)(C2C=CC=CC=2)C2C=CC=CC=2)[P](C2C=CC=CC=2)(C2C=CC=CC=2)C2C=CC=CC=2)(C2C=CC=CC=2)C2C=CC=CC=2)=CC=1.C1(C)C=CC=CC=1>[CH2:1]([C:8]1[C:9]([C:15]#[C:16][C:17]2([OH:25])[CH:22]3[CH2:23][CH2:24][N:19]([CH2:20][CH2:21]3)[CH2:18]2)=[N:10][CH:11]=[C:12]([C:27]2[CH:28]=[CH:29][CH:30]=[CH:31][N:26]=2)[CH:13]=1)[C:2]1[CH:7]=[CH:6][CH:5]=[CH:4][CH:3]=1 |^1:48,50,69,88|. Run at time 2 hour. Starting materials: C[C@@H]1[C@H](C[C@H]2C[C@@]13C=C(C(=O)C=C3O2)OC)C=4C=CC5=C(C4)OCO5 (Futoenone), S(O)(O)(=O)=O (sulfuric acid). The solvent is O (water). The product is O1COC2=C1C=CC(=C2)C2CC1OC=3C(C2C)(C=C(C(C3)=O)O)C1 (4-(1,3-benzodioxol-5-yl )-2,3,4,5-tetrahydro-7-hydroxy-5-methyl-8H-2,5a-methano-1-benzoxepin-8-one). RXN SMILES: [CH3:1][C@H:2]1[C@@:7]23[C:13]([O:14][C@H:5]([CH2:6]2)[CH2:4][C@@H:3]1[C:17]1[CH:18]=[CH:19][C:20]2[O:25][CH2:24][O:23][C:21]=2[CH:22]=1)=[CH:12][C:10](=[O:11])[C:9]([O:15]C)=[CH:8]3.S(=O)(=O)(O)O>O>[O:25]1[C:20]2[CH:19]=[CH:18][C:17]([CH:3]3[CH:2]([CH3:1])[C:7]45[CH2:6][CH:5]([O:14][C:13]4=[CH:12][C:10](=[O:11])[C:9]([OH:15])=[CH:8]5)[CH2:4]3)=[CH:22][C:21]=2[O:23][CH2:24]1. Procedure: Futoenone (50 mg, 0.15 mmol) and 30% sulfuric acid (7.5 ml) are added to a 25 ml round bottom flask. This mixture is heated with a heating mantle to reflux for approximately six hours. The reaction mixture is diluted with distilled water and crystals begin to precipitate. The flask is placed in a refrigerator to aid in precipitation. The crystals are collected by filtration, 300 mg (80%). M+(CI)=327. 1H NMR ppm: 0.59 (3H, d), 1.25 (1H, s), 1.72 (1H, t), 2.03 (1H, m), 2.17 (1h, d), 2.35 (2H, m), ... Reactants: C(C1=CC=CC=C1)OC1=NC=CC(=C1)C=1C(=NC(=CC1)C(F)(F)F)Cl (3-(2-(benzyloxy)-pyridin-4-yl)-2-chloro-6-(trifluoromethyl)pyridine), COCCN (2-methoxyethylamine), -(2-(Benzyloxy)pyridin-4-yl)-N-(2-methoxyethyl)-6-(trifluoromethyl)-pyridin-2-amine. Solvent: CS(=O)C (DMSO), CCOC(=O)C (EtOAc). Run at temperature 40 celsius, time 3 day. Yields the product C(C1=CC=CC=C1)OC1=NC=CC(=C1)C=1C(=NC(=CC1)C(F)(F)F)NCCOC (3-(2-(benzyloxy)pyridin-4-yl)-N-(2-methoxyethyl)-6-(trifluoromethyl)pyridin-2-amine). RXN SMILES: [CH2:1]([O:8][C:9]1[CH:14]=[C:13]([C:15]2[C:16](Cl)=[N:17][C:18]([C:21]([F:24])([F:23])[F:22])=[CH:19][CH:20]=2)[CH:12]=[CH:11][N:10]=1)[C:2]1[CH:7]=[CH:6][CH:5]=[CH:4][CH:3]=1.[CH3:26][O:27][CH2:28][CH2:29][NH2:30]>CS(C)=O.CCOC(C)=O>[CH2:1]([O:8][C:9]1[CH:14]=[C:13]([C:15]2[C:16]([NH:30][CH2:29][CH2:28][O:27][CH3:26])=[N:17][C:18]([C:21]([F:24])([F:23])[F:22])=[CH:19][CH:20]=2)[CH:12]=[CH:11][N:10]=1)[C:2]1[CH:7]=[CH:6][CH:5]=[CH:4][CH:3]=1. Procedure details: -(2-(Benzyloxy)pyridin-4-yl)-N-(2-methoxyethyl)-6-(trifluoromethyl)-pyridin-2-amine. To a 2.5-mL microwave vial was added 3-(2-(benzyloxy)-pyridin-4-yl)-2-chloro-6-(trifluoromethyl)pyridine (0.50 g, 1.37 mmol) and 2-methoxyethylamine (0.59 g, 6.58 mmol, Fluka) in 2 mL of DMSO. The vial was sealed and left to stir at 40° C. for 3 d and then heated at 120° C. for 5 h. The reaction mixture was allowed to cool to room temperature and was diluted with EtOAc (20 mL). The organic layer was washed with ... The reactants are CS(=O)(=O)N1N=CC2=CC(=CC=C12)[N+](=O)[O-] (1-(methylsulfonyl)-5-nitro-1H-indazole), C(=O)[O-].[NH4+] (ammonium formate). Reagents/catalysts: [Pd] (Pd-C). Run in C(C)O (ethanol). Yields the product CS(=O)(=O)N1N=CC2=CC(=CC=C12)N (1-(methylsulfonyl)-1H-indazol-5-amine). Yield: 48.5%. As a reaction SMILES: [CH3:1][S:2]([N:5]1[C:13]2[C:8](=[CH:9][C:10]([N+:14]([O-])=O)=[CH:11][CH:12]=2)[CH:7]=[N:6]1)(=[O:4])=[O:3].C([O-])=O.[NH4+]>C(O)C.[Pd]>[CH3:1][S:2]([N:5]1[C:13]2[C:8](=[CH:9][C:10]([NH2:14])=[CH:11][CH:12]=2)[CH:7]=[N:6]1)(=[O:3])=[O:4] |f:1.2|. Reported procedure: To a solution of 1-(methylsulfonyl)-5-nitro-1H-indazole (1.00 g, 4.15 mmol) in ethanol (20 ml) were added 10% Pd-C (100 mg) and then ammonium formate (1.57 g, 24.9 mmol), and the resulting mixture was heated under reflux for 1 hour. The solid was removed by filtration using Celite, and the solvent was distilled off under reduced pressure. Ethyl acetate/water was added to the residue, followed by extraction with ethyl acetate, and the extract solution was washed with a saturated aqueous sodium ch...